From a dataset of the Open Reaction Database (ORD), a public repository of structured organic reaction records. describe an organic reaction: reactants, conditions, products, and yield The reactants are [N+](=O)([O-])C1=CN=C(N1C)C=O (5-nitro-1-methyl-imidazole-2-aldehyde), Cl.N(N)C=1N=NC=CC1 (3-hydrazinopyridazine hydrochloride). Product: [N+](=O)([O-])C1=CN=C(N1C)C1=NN=C2N1N=CC=C2 (3-(5-nitro-1-methyl-2 -imidazolyl)-s-triazolo[4,3-b]pyridazine). Reaction SMILES: [N+:1]([C:4]1[N:8]([CH3:9])[C:7]([CH:10]=O)=[N:6][CH:5]=1)([O-:3])=[O:2].Cl.[NH:13]([C:15]1[N:16]=[N:17][CH:18]=[CH:19][CH:20]=1)[NH2:14]>>[N+:1]([C:4]1[N:8]([CH3:9])[C:7]([C:10]2[N:16]3[N:17]=[CH:18][CH:19]=[CH:20][C:15]3=[N:13][N:14]=2)=[N:6][CH:5]=1)([O-:3])=[O:2] |f:1.2|. Reported procedure: 4 g. lead tetraacetate were suspended in 40 ml. glacial acetic acid, 1.5 g. of the hydrazone obtained from 1.55 g. 5-nitro-1-methyl-imidazole-2-aldehyde and 1.1 g. 3-hydrazinopyridazine hydrochloride (prepared by heating for 30 minutes in 20 ml. 50% aqueous methanol at 50° C. and subsequent neutralization with sodium acetate) were added, while stirring at 50° - 60° C., the reaction mixture further stirred for 15 minutes, considerably evaporated in a vacuum, the resultant crystals filtered off wi... Reactants: SC1=NC=2CCCCC2C(N1C)=O (2-mercapto-3-methyl-5,6,7,8-tetrahydro-4(3H)-quinazolinone), ClC1=CC=C(C(=O)C2=CC=C(CBr)C=C2)C=C1 (4-(4-chlorobenzoyl) benzyl bromide), [OH-].[Na+].O (sodium hydroxide water), CN(C)C=O (DMF). Run in C(C)O (ethanol). The product is ClC1=CC=C(C(=O)C2=CC=C(CSC3=NC=4CCCCC4C(N3C)=O)C=C2)C=C1 (2-[4-(4-Chlorobenzoyl)benzylthio]-3-methyl-5,6,7,8-tetrahydro-4(3H)-quinazolinone). Yield: 60.5%. RXN SMILES: [SH:1][C:2]1[N:11]([CH3:12])[C:10](=[O:13])[C:9]2[CH2:8][CH2:7][CH2:6][CH2:5][C:4]=2[N:3]=1.[Cl:14][C:15]1[CH:30]=[CH:29][C:18]([C:19]([C:21]2[CH:28]=[CH:27][C:24]([CH2:25]Br)=[CH:23][CH:22]=2)=[O:20])=[CH:17][CH:16]=1.[OH-].[Na+].O.CN(C=O)C>C(O)C>[Cl:14][C:15]1[CH:16]=[CH:17][C:18]([C:19]([C:21]2[CH:28]=[CH:27][C:24]([CH2:25][S:1][C:2]3[N:11]([CH3:12])[C:10](=[O:13])[C:9]4[CH2:8][CH2:7][CH2:6][CH2:5][C:4]=4[N:3]=3)=[CH:23][CH:22]=2)=[O:20])=[CH:29][CH:30]=1 |f:2.3.4|. Reported procedure: A solution of 2-mercapto-3-methyl-5,6,7,8-tetrahydro-4(3H)-quinazolinone (980 mg), 4-(4-chlorobenzoyl) benzyl bromide (1.53 g), and 1N-sodium hydroxide/water (5.5 ml) in ethanol (10 ml)-DMF (5 ml) was stirred at room temperature for 30 minutes. This reaction mixture was concentrated and the residue was dissolved in ethyl acetate, washed with water, dried, and concentrated. The residue was recrystallized from methanol-ethyl acetate to provide the title compound as colorless solid (1.27 g). The reactants are COC(=O)C=1N=C(SC1)NC(C(CC1CCCC1)C1=CC=C(C=C1)[N+](=O)[O-])=O (2-[3-cyclopentyl-2-(4-nitro-phenyl)-propionylamino]-thiazole-4-carboxylic acid methyl ester). Reagents/catalysts: [Pd] (palladium on activated carbon). Run in C(C)(=O)OCC (ethyl acetate). Conditions: temperature 25 celsius, time 4.5 hour. Yields the product COC(=O)C=1N=C(SC1)NC(C(CC1CCCC1)C1=CC=C(C=C1)N)=O (2-[2-(4-amino-phenyl)-3-cyclopentyl-propionylamino]-thiazole-4-carboxylic acid methyl ester). Yield: 117.2%. RXN SMILES: [CH3:1][O:2][C:3]([C:5]1[N:6]=[C:7]([NH:10][C:11](=[O:28])[CH:12]([C:19]2[CH:24]=[CH:23][C:22]([N+:25]([O-])=O)=[CH:21][CH:20]=2)[CH2:13][CH:14]2[CH2:18][CH2:17][CH2:16][CH2:15]2)[S:8][CH:9]=1)=[O:4]>C(OCC)(=O)C.[Pd]>[CH3:1][O:2][C:3]([C:5]1[N:6]=[C:7]([NH:10][C:11](=[O:28])[CH:12]([C:19]2[CH:20]=[CH:21][C:22]([NH2:25])=[CH:23][CH:24]=2)[CH2:13][CH:14]2[CH2:15][CH2:16][CH2:17][CH2:18]2)[S:8][CH:9]=1)=[O:4]. Procedure details: A solution of 2-[3-cyclopentyl-2-(4-nitro-phenyl)-propionylamino]-thiazole-4-carboxylic acid methyl ester (prepared as in Example 26, 60.0 mg, 0.14 mmol) in ethyl acetate (25 mL) was treated with 10% palladium on activated carbon. The reaction mixture was stirred under hydrogen gas at 60 psi at 25° C. for 4.5 h. The catalyst was then filtered off through a pad of celite, which was washed well with ethyl acetate. The resulting filtrate was concentrated in vacuo to give 2-[2-(4-amino-phenyl)-3-cyc... Reactants: C1(CC1)[C@H]1[C@@H](CN(C1)C(=O)OC(C)(C)C)C(=O)OCC (1-tert-butyl 3-ethyl(trans)-4-cyclopropylpyrrolidine-1,3-dicarboxylate), [Li+].[BH4-] (LiBH4), petroleum ether EtOAc. The solvent is C1CCOC1 (THF). Product: C1(CC1)[C@@H]1CN(C[C@H]1CO)C(=O)OC(C)(C)C (tert-butyl(trans)-3-cyclopropyl-4-(hydroxymethyl)pyrrolidine-1-carboxylate). Yield: 76.5%. RXN SMILES: [CH:1]1([C@@H:4]2[CH2:8][N:7]([C:9]([O:11][C:12]([CH3:15])([CH3:14])[CH3:13])=[O:10])[CH2:6][C@H:5]2[C:16](OCC)=[O:17])[CH2:3][CH2:2]1.[Li+].[BH4-]>C1COCC1>[CH:1]1([C@H:4]2[C@H:5]([CH2:16][OH:17])[CH2:6][N:7]([C:9]([O:11][C:12]([CH3:15])([CH3:14])[CH3:13])=[O:10])[CH2:8]2)[CH2:2][CH2:3]1 |f:1.2|. Reported procedure: A mixture of 1-tert-butyl 3-ethyl(trans)-4-cyclopropylpyrrolidine-1,3-dicarboxylate (9.2 g, 13 mmol) and LiBH4 (1.37 g, 65 mmol) in dry THF (75 mL) was refluxed overnight. TLC (petroleum ether:EtOAc 5:1) indicated the reaction was complete. The reaction mixture was quenched by addition of water (75 mL) and extracted with EtOAc (75 mL). The organic layer was washed with brine (75 mL), dried over Na2SO4 and concentrated in vacuo. The residue was purified by column chromatography (silica gel, petro... The product is NC(C)C=1C=C(OC2=C(C#N)C=C(C=C2)Cl)C=CC1 (2-[3-(1-aminoethyl)phenoxy]-5-chlorobenzonitrile), Cl (HCl). RXN SMILES: C(OC(=O)[NH:7][CH:8]([C:10]1[CH:15]=[CH:14][CH:13]=[C:12]([O:16][C:17]2[CH:22]=[CH:21][C:20]([Cl:23])=[CH:19][C:18]=2[C:24]#[N:25])[CH:11]=1)[CH3:9])(C)(C)C>Cl.O1CCOCC1>[NH2:7][CH:8]([C:10]1[CH:11]=[C:12]([CH:13]=[CH:14][CH:15]=1)[O:16][C:17]1[CH:22]=[CH:21][C:20]([Cl:23])=[CH:19][C:18]=1[C:24]#[N:25])[CH3:9].[ClH:23]. Starting materials: C(C)(C)(C)OC(NC(C)C1=CC(=CC=C1)OC1=C(C=C(C=C1)Cl)C#N)=O (tert-butyl{1-[3-(4-chloro-2-cyanophenoxy)phenyl]ethyl}carbamate). Procedure: The tert-butyl{1-[3-(4-chloro-2-cyanophenoxy)phenyl]ethyl}carbamate (0.040 g) was taken up in 4 M HCl in dioxane (3 mL) at r.t. and was stirred for 2 h. The reaction was concentrated under reduced pressure, taken up in acetonitrile and re-concentrated under reduced pressure two times to give crude 2-[3-(1-aminoethyl)phenoxy]-5-chlorobenzonitrile as HCl salt (0.045 g) as a semisolid residue. Analytical LCMS (M+H)+: m/z=272.9. Conditions: time 2 hour. Solvent: Cl (HCl), O1CCOCC1 (dioxane). Yield: 2300.8%. The reactants are C(C)(C)(C)OC(N(OCC1=CC=CC=C1)C[C@H](CC(C)C)C(=O)N1C(OC[C@H]1CC1=CC=CC=C1)=O)=O (tert-butyl((2S)-2-{[(4R)-4-benzyl-2-oxo-1,3-oxazolidin-3-yl]carbonyl}-4-methylpentyl)(benzyloxy)carbamate), [Li+].[OH-] (LiOH), OO (H2O2), [O-]S(=O)[O-].[Na+].[Na+] (Na2SO3). Yields the product C(C1=CC=CC=C1)ON(C(=O)OC(C)(C)C)C[C@@H](C(=O)O)CC(C)C ((2S)-2-{[(benzyloxy)(tert-butoxycarbonyl)amino]methyl}-4-methyl pentanoic acid). As a reaction SMILES: [C:1]([O:5][C:6](=[O:37])[N:7]([CH2:16][C@@H:17]([C:22](N1[C@H](CC2C=CC=CC=2)COC1=O)=[O:23])[CH2:18][CH:19]([CH3:21])[CH3:20])[O:8][CH2:9][C:10]1[CH:15]=[CH:14][CH:13]=[CH:12][CH:11]=1)([CH3:4])([CH3:3])[CH3:2].[Li+].[OH-].OO.[O-:42]S([O-])=O.[Na+].[Na+]>>[CH2:9]([O:8][N:7]([CH2:16][C@H:17]([CH2:18][CH:19]([CH3:20])[CH3:21])[C:22]([OH:23])=[O:42])[C:6]([O:5][C:1]([CH3:2])([CH3:4])[CH3:3])=[O:37])[C:10]1[CH:15]=[CH:14][CH:13]=[CH:12][CH:11]=1 |f:1.2,4.5.6|. Reported procedure: A solution of tert-butyl((2S)-2-{[(4R)-4-benzyl-2-oxo-1,3-oxazolidin-3-yl]carbonyl}-4-methylpentyl)(benzyloxy)carbamate (1.66 g, 3.25 mmol), LiOH (156 mg, 6.5 mmol, 2 eq.) and an aqueous solution of H2O2 (30%, 1.33 mL, 4 eq.), was stirred overnight. A saturated solution of Na2SO3 was added at 0° C. The mixture was extracted with a saturated solution of NaHCO3, washed with DCM (3×). The aqueous layer was saturated with NaCl, acidified up to pH 2 with an aqueous solution of HCl (5 N), then extract...